Dataset: the Open Reaction Database (ORD), a public repository of structured organic reaction records. Task: describe an organic reaction: reactants, conditions, products, and yield Reactants: CC(C)(C)OC(=O)N1CCCC1COc1ccc(Cc2ccc(-c3ncco3)cc2)cc1, Cl, C1COCCO1. Yields the product c1coc(-c2ccc(Cc3ccc(OCC4CCCN4)cc3)cc2)n1. RXN SMILES: [C:1]([O:2][C:3](=[O:4])[N:8]1[CH:9]([CH2:13][O:14][c:15]2[cH:16][cH:17][c:18]([CH2:21][c:22]3[cH:23][cH:24][c:25](-[c:28]4[o:29][cH:30][cH:31][n:32]4)[cH:26][cH:27]3)[cH:19][cH:20]2)[CH2:10][CH2:11][CH2:12]1)([CH3:5])([CH3:6])[CH3:7].[ClH:33].[O:34]1[CH2:35][CH2:36][O:37][CH2:38][CH2:39]1>>[NH:8]1[CH:9]([CH2:13][O:14][c:15]2[cH:16][cH:17][c:18]([CH2:21][c:22]3[cH:23][cH:24][c:25](-[c:28]4[o:29][cH:30][cH:31][n:32]4)[cH:26][cH:27]3)[cH:19][cH:20]2)[CH2:10][CH2:11][CH2:12]1. Starting materials: CS(=O)(=O)N (methanesulfonamide), C1(CCCCC1)P(C1=C(C=CC=C1)C1=C(C=C(C=C1C(C)C)C(C)C)C(C)C)C1CCCCC1 (2-dicyclohexylphosphino-2′,4′,6′-tri-isopropyl-1,1′-biphenyl), C([O-])([O-])=O.[Cs+].[Cs+] (cesium carbonate), ClC1=NC(=NC(=C1)O[C@H](C)[C@@H]1OC(OC1)(C)C)SCC1=C(C(=CC=C1)F)F (chloro-2-[[(2,3-difluorophenyl)methyl]thio]-6-[(1R)-1-[(4R)-2,2-dimethyl-1,3-dioxolan-4-yl]ethoxy]-pyrimidine). The reagents and catalysts are C=1C=CC(=CC1)/C=C/C(=O)/C=C/C2=CC=CC=C2.C=1C=CC(=CC1)/C=C/C(=O)/C=C/C2=CC=CC=C2.C=1C=CC(=CC1)/C=C/C(=O)/C=C/C2=CC=CC=C2.[Pd].[Pd] (tris(dibenzylideneacetone)dipalladium). Run in O1CCOCC1 (dioxane). Yields the product FC1=C(C=CC=C1F)CSC1=NC(=CC(=N1)NS(=O)(=O)C)O[C@H](C)[C@@H]1OC(OC1)(C)C (N-[2-[[(2,3-difluorophenyl)methyl]thio]-6-[(1R)-1-[(4R)-2,2-dimethyl-1,3-dioxolan-4-yl]ethoxy]-4-pyrimidinyl]-methanesulfonamide). Reaction SMILES: [CH3:1][S:2]([NH2:5])(=[O:4])=[O:3].C1(P(C2CCCCC2)C2C=CC=CC=2C2C(C(C)C)=CC(C(C)C)=CC=2C(C)C)CCCCC1.C(=O)([O-])[O-].[Cs+].[Cs+].Cl[C:47]1[CH:52]=[C:51]([O:53][C@@H:54]([C@H:56]2[CH2:60][O:59][C:58]([CH3:62])([CH3:61])[O:57]2)[CH3:55])[N:50]=[C:49]([S:63][CH2:64][C:65]2[CH:70]=[CH:69][CH:68]=[C:67]([F:71])[C:66]=2[F:72])[N:48]=1>O1CCOCC1.C1C=CC(/C=C/C(/C=C/C2C=CC=CC=2)=O)=CC=1.C1C=CC(/C=C/C(/C=C/C2C=CC=CC=2)=O)=CC=1.C1C=CC(/C=C/C(/C=C/C2C=CC=CC=2)=O)=CC=1.[Pd].[Pd]>[F:72][C:66]1[C:67]([F:71])=[CH:68][CH:69]=[CH:70][C:65]=1[CH2:64][S:63][C:49]1[N:48]=[C:47]([NH:5][S:2]([CH3:1])(=[O:4])=[O:3])[CH:52]=[C:51]([O:53][C@@H:54]([C@H:56]2[CH2:60][O:59][C:58]([CH3:61])([CH3:62])[O:57]2)[CH3:55])[N:50]=1 |f:2.3.4,7.8.9.10.11|. Procedure details: A mixture of methanesulfonamide (0.11 g), tris(dibenzylideneacetone)dipalladium (0) (26 mg), 2-dicyclohexylphosphino-2′,4′,6′-tri-isopropyl-1,1′-biphenyl (XPHOS) (14 mg), cesium carbonate (0.14 g) and 4 chloro-2-[[(2,3-difluorophenyl)methyl]thio]-6-[(1R)-1-[(4R)-2,2-dimethyl-1,3-dioxolan-4-yl]ethoxy]-pyrimidine (the subtitle product of example 45 step v) (0.12 g) in dioxane (6 mL) was heated at reflux in a microwave at 100° C., 300 W, open vessel with cooling for 15 min. Saturated aqueous ammoni... The reactants are [Li]CCCC, COC(=O)Cc1ccc(S(C)(=O)=O)cc1, CN1CCCN(C)C1=O, CC(C)NC(C)C, ICC1CCC(OC2CCCCO2)C1, C1CCOC1. Product: COC(=O)C(CC1CCC(OC2CCCCO2)C1)c1ccc(S(C)(=O)=O)cc1. Reaction SMILES: [CH2:8]([Li:9])[CH2:10][CH2:11][CH3:12].[CH3:13][O:14][C:15]([CH2:16][c:17]1[cH:18][cH:19][c:20]([S:23](=[O:24])(=[O:25])[CH3:26])[cH:21][cH:22]1)=[O:27].[CH3:47][N:48]1[CH2:49][CH2:50][CH2:51][N:52]([CH3:53])[C:54]1=[O:55].[CH:1]([NH:2][CH:3]([CH3:4])[CH3:5])([CH3:6])[CH3:7].[I:28][CH2:29][CH:30]1[CH2:31][CH:32]([O:35][CH:36]2[O:37][CH2:38][CH2:39][CH2:40][CH2:41]2)[CH2:33][CH2:34]1.[O:42]1[CH2:43][CH2:44][CH2:45][CH2:46]1>>[CH3:13][O:14][C:15]([CH:16]([c:17]1[cH:18][cH:19][c:20]([S:23](=[O:24])(=[O:25])[CH3:26])[cH:21][cH:22]1)[CH2:29][CH:30]1[CH2:31][CH:32]([O:35][CH:36]2[O:37][CH2:38][CH2:39][CH2:40][CH2:41]2)[CH2:33][CH2:34]1)=[O:27]. Starting materials: oil, COC=1C=C(C=O)C=CC1OCC1=CC=C(C=C1)OC (3-Methoxy-4-[(4-methoxybenzyl)oxy]benzaldehyde), C[O-].[Na+] (sodium methoxide), Cl (HCl), N(C1=CC=CC=C1)C=C(C#N)CC1=CC(=C(C=C1)OCC1=CC=C(C=C1)OC)OC (3-anilino-2-{3-methoxy-4-[(4-methoxybenzyl)oxy]benzyl}prop-2-enenitrile). Solvent: ClCCl (dichloromethane), O (water), CS(=O)C (DMSO). Run at time 15 minute. Product: COC=1C=C(CC(C#N)=CN2CCOCC2)C=CC1OCC1=CC=C(C=C1)OC (2-{3-methoxy-4-[(4-methoxybenzyl)oxy]benzyl}-3-morpholin-4-ylprop-2-enenitrile). RXN SMILES: C[O:2][C:3]1C=C(C=C[C:10]=1OCC1C=CC(OC)=CC=1)C=O.C[O-].[Na+].Cl.[NH:25]([CH:32]=[C:33]([CH2:36][C:37]1[CH:42]=[CH:41][C:40]([O:43][CH2:44][C:45]2[CH:50]=[CH:49][C:48]([O:51][CH3:52])=[CH:47][CH:46]=2)=[C:39]([O:53][CH3:54])[CH:38]=1)[C:34]#[N:35])[C:26]1C=CC=C[CH:27]=1>CS(C)=O.ClCCl.O>[CH3:54][O:53][C:39]1[CH:38]=[C:37]([CH:42]=[CH:41][C:40]=1[O:43][CH2:44][C:45]1[CH:46]=[CH:47][C:48]([O:51][CH3:52])=[CH:49][CH:50]=1)[CH2:36][C:33](=[CH:32][N:25]1[CH2:26][CH2:27][O:2][CH2:3][CH2:10]1)[C:34]#[N:35] |f:1.2|. Procedure details: 3-Methoxy-4-[(4-methoxybenzyl)oxy]benzaldehyde (20.0 g, 73.4 mmol) and 3-morpholinopropronitrile (Lancaster, 11.0 g, 77.1 mmol) were stirred in DMSO (15 mL) at 65 C until the mixture was homogeneous. The solution was cooled to 40 C and sodium methoxide (0.79 g, 14.7 mmol) was added. The mixture was stirred at 75 C for 15 minutes, then cooled to room temperature and diluted with dichloromethane (150 mL) and water (200 mL). 1N HCl (25 mL) was added and the two layers were seperated. The organics w... Reactants: C(C)OCC (diethyl ether), C(C)(=O)O[BH-](OC(C)=O)OC(C)=O.[Na+] (Sodium triacetoxyborohydride), FC1=CC=C(C=C1)C=1N=CN(C1C1=NC(=NC=C1)NC)C1CCNCC1 (4-[4-(4-fluorophenyl)-1-piperidin-4-yl-1H-imidazol-5-yl]-N-methylpyrimidin-2-amine), O1N=C(C=C1)C=O (isoxazole-3-carbaldehyde). Run in C1CCOC1 (THF). Conditions: time 90 minute. Product: FC1=CC=C(C=C1)C=1N=CN(C1C1=NC(=NC=C1)NC)C1CCN(CC1)CC1=NOC=C1 (4-{4-(4-Fluorophenyl)-1-[1-(isoxazol-3-ylmethyl)piperidin-4-yl]-1H-imidazol-5-yl}-N-methylpyrimidin-2-amine). RXN SMILES: C(O[BH-](OC(=O)C)OC(=O)C)(=O)C.[Na+].[F:15][C:16]1[CH:21]=[CH:20][C:19]([C:22]2[N:23]=[CH:24][N:25]([CH:35]3[CH2:40][CH2:39][NH:38][CH2:37][CH2:36]3)[C:26]=2[C:27]2[CH:32]=[CH:31][N:30]=[C:29]([NH:33][CH3:34])[N:28]=2)=[CH:18][CH:17]=1.[O:41]1[CH:45]=[CH:44][C:43]([CH:46]=O)=[N:42]1.C(OCC)C>C1COCC1>[F:15][C:16]1[CH:17]=[CH:18][C:19]([C:22]2[N:23]=[CH:24][N:25]([CH:35]3[CH2:40][CH2:39][N:38]([CH2:46][C:43]4[CH:44]=[CH:45][O:41][N:42]=4)[CH2:37][CH2:36]3)[C:26]=2[C:27]2[CH:32]=[CH:31][N:30]=[C:29]([NH:33][CH3:34])[N:28]=2)=[CH:20][CH:21]=1 |f:0.1|. Procedure: Sodium triacetoxyborohydride (135 mg, 0.637 mmol) was added to a solution of 4-[4-(4-fluorophenyl)-1-piperidin-4-yl-1H-imidazol-5-yl]-N-methylpyrimidin-2-amine (C8) (150 mg, 0.426 mmol) and isoxazole-3-carbaldehyde (49.6 mg, 0.511 mmol) in THF (10 mL). After 90 minutes at room temperature, the reaction was concentrated in vacuo and partitioned between saturated aqueous sodium bicarbonate solution and ethyl acetate. The aqueous layer was extracted with ethyl acetate, and the combined organic laye...